From a dataset of the Open Reaction Database (ORD), a public repository of structured organic reaction records. describe an organic reaction: reactants, conditions, products, and yield Starting materials: N1C=CC2=CC=C(C=C12)C(=O)OC (methyl indole-6-carboxylate), C(C)(=O)Cl (acetyl chloride), ( 5 ). Product: C(C)(=O)C1=CNC2=CC(=CC=C12)C(=O)OC (Methyl 3-acetylindole-6-carboxylate). Reaction SMILES: [NH:1]1[C:9]2[C:4](=[CH:5][CH:6]=[C:7]([C:10]([O:12][CH3:13])=[O:11])[CH:8]=2)[CH:3]=[CH:2]1.[C:14](Cl)(=[O:16])[CH3:15]>>[C:14]([C:3]1[C:4]2[C:9](=[CH:8][C:7]([C:10]([O:12][CH3:13])=[O:11])=[CH:6][CH:5]=2)[NH:1][CH:2]=1)(=[O:16])[CH3:15]. Reported procedure: Methyl 3-acetylindole-6-carboxylate (470 mg) was prepared from methyl indole-6-carboxylate (655 mg) and acetyl chloride (0.27 ml) in a similar manner to that of Preparation 1 (5).